Dataset: the Open Reaction Database (ORD), a public repository of structured organic reaction records. Task: describe an organic reaction: reactants, conditions, products, and yield Reactants: COC([C@H](CC1=CC=C(C=C1)C1=CC=CC=C1)N)=O ((2S)-amino-3-biphenyl-4-yl-propionic acid methyl ester), BrC=1C=CC(=C(C(=O)O)C1)N (5-bromo-2-amino-benzoic acid). Yields the product COC([C@H](CC1=CC=C(C=C1)C1=CC=CC=C1)NC(C1=C(C=CC(=C1)Br)N)=O)=O ((2S)-(2-amino-5-bromo-benzoyl-amino)-3-biphenyl-4-yl-propionic acid methyl ester). Yield: 82.3%. As a reaction SMILES: [CH3:1][O:2][C:3](=[O:19])[C@@H:4]([NH2:18])[CH2:5][C:6]1[CH:11]=[CH:10][C:9]([C:12]2[CH:17]=[CH:16][CH:15]=[CH:14][CH:13]=2)=[CH:8][CH:7]=1.[Br:20][C:21]1[CH:22]=[CH:23][C:24]([NH2:30])=[C:25]([CH:29]=1)[C:26](O)=[O:27]>>[CH3:1][O:2][C:3](=[O:19])[C@@H:4]([NH:18][C:26](=[O:27])[C:25]1[CH:29]=[C:21]([Br:20])[CH:22]=[CH:23][C:24]=1[NH2:30])[CH2:5][C:6]1[CH:11]=[CH:10][C:9]([C:12]2[CH:17]=[CH:16][CH:15]=[CH:14][CH:13]=2)=[CH:8][CH:7]=1. Procedure: (2S)-(2-amino-5-bromo-benzoyl-amino)-3-biphenyl-4-yl-propionic acid methyl ester (1.53 g, 80%) was prepared from (2S)-amino-3-biphenyl-4-yl-propionic acid methyl ester (1.0 g, 4.1 mmol) and 5-bromo-2-amino-benzoic acid (1.23 g, 4.9 mmol) as described in procedure A. Reactants: OC1=NC2=CC=CC=C2C(=C1)O (2,4-dihydroxy quinoline), S(=O)(=O)([O-])[O-].[Mg+2] (magnesium sulfate), CC(=CC=O)C (3-methyl-2-butenal), CC(=CC=O)C (3-methyl-2-butenal). The solvent is N1=CC=CC=C1 (pyridine), CO (methanol), C(Cl)(Cl)Cl (chloroform). Conditions: time 12 hour. Product: CC1(C=CC=2C(NC=3C=CC=CC3C2O1)=O)C (2,6-Dihydro-2,2-dimethyl-5H-pyrano[3,2-c]-quinolin-5-one). The yield is 63.9%. As a reaction SMILES: [OH:1][C:2]1[CH:11]=[C:10]([OH:12])[C:9]2[C:4](=[CH:5][CH:6]=[CH:7][CH:8]=2)[N:3]=1.S([O-])([O-])(=O)=O.[Mg+2].[CH3:19][C:20]([CH3:24])=[CH:21][CH:22]=O>N1C=CC=CC=1.CO.C(Cl)(Cl)Cl>[CH3:19][C:20]1([CH3:24])[O:12][C:10]2[C:9]3[CH:8]=[CH:7][CH:6]=[CH:5][C:4]=3[NH:3][C:2](=[O:1])[C:11]=2[CH:22]=[CH:21]1 |f:1.2|. Procedure details: To a boiling solution of 2,4-dihydroxy quinoline (5.0 g, 31 mmol) in pyridine (300 ml) under argon was added anhydrous magnesium sulfate (20 g) followed by 3-methyl-2-butenal (2.6 g, 31.0 mmole). The reaction was heated under reflux for 16 hours. After 12 hours, more 3-methyl-2-butenal (1.3 g, 15.5 mmol) was added and the reaction was heated under reflux for 16 more hours. The reaction was diluted with 10% methanol in chloroform (200 ml) and filtered while hot. The solid was washed with hot solv... Starting materials: ClCCl, CC(C)=O, CCO, COc1ccc(C(CO)CCO)cc1OC, COc1ccc(C=O)cc1, NCC(=O)O, [Na+], [OH-], O. Yields the product COc1ccc(C2CCOC2=O)cc1OC. As a reaction SMILES: [CH2:42]([Cl:43])[Cl:44].[CH3:35][C:36](=[O:37])[CH3:38].[CH3:39][CH2:40][OH:41].[CH3:8][O:9][c:10]1[cH:11][c:12]([CH:18]([CH2:19][OH:20])[CH2:21][CH2:22][OH:23])[cH:13][cH:14][c:15]1[O:16][CH3:17].[CH:24](=[O:25])[c:26]1[cH:27][cH:28][c:29]([O:30][CH3:31])[cH:32][cH:33]1.[NH2:1][CH2:2][C:3](=[O:4])[OH:5].[Na+:7].[OH-:6].[OH2:34]>>[CH3:8][O:9][c:10]1[cH:11][c:12]([CH:18]2[C:19](=[O:20])[O:23][CH2:22][CH2:21]2)[cH:13][cH:14][c:15]1[O:16][CH3:17]. Reactants: resultant solution, 15, OC1CC2(OC1)[C@]1(C)[C@@H](CC2)[C@@H]2CCC=3CC(CCC3[C@H]2CC1)=O (4',5'-dihydro-4'-hydroxyspiro[estr-5(10)-ene-17,2'(3'H)-furan]-3-one), CO (methanol), Cl (hydrochloric acid). Solvent: O (water), O (water). Reaction conditions: time 2 hour. The product is OC1CC2(OC1)[C@]1(C)[C@@H](CC2)[C@@H]2CCC3=CC(CC[C@@H]3[C@H]2CC1)=O (4',5'-dihydro-4'-hydroxyspiro[estr-4-ene-17,2'(3'H)-furan]-3-one). RXN SMILES: [OH:1][CH:2]1[CH2:6][O:5][C:4]2([CH2:11][CH2:10][C@H:9]3[C@H:12]4[C@H:21]([CH2:22][CH2:23][C@:7]23[CH3:8])[C:20]2[CH2:19][CH2:18][C:17](=[O:24])[CH2:16][C:15]=2[CH2:14][CH2:13]4)[CH2:3]1.CO.Cl>O>[OH:1][CH:2]1[CH2:6][O:5][C:4]2([CH2:11][CH2:10][C@H:9]3[C@H:12]4[C@H:21]([CH2:22][CH2:23][C@:7]23[CH3:8])[C@@H:20]2[C:15](=[CH:16][C:17](=[O:24])[CH2:18][CH2:19]2)[CH2:14][CH2:13]4)[CH2:3]1. Procedure details: A mixture of 15 parts of 4',5'-dihydro-4'-hydroxyspiro[estr-5(10)-ene-17,2'(3'H)-furan]-3-one, 79 parts of methanol, 8 parts of concentrated hydrochloric acid, and 5 parts of water is allowed to stand at room temperatures for 2 hours. To the resultant solution is added 600 parts of cold water. The precipitate which forms is filtered off, washed with water, dried in air, and recrystallized from ethyl acetate to give 4',5'-dihydro-4'-hydroxyspiro[estr-4-ene-17,2'(3'H)-furan]-3-one melting at 149°-... Starting materials: C(C)(C)(C)OC(=O)C(=P(C1=CC=CC=C1)(C1=CC=CC=C1)C1=CC=CC=C1)N1C(C(C1SCC#CC1=CC=C(C=C1)F)NC(C1=CC=CC=C1)(C1=CC=CC=C1)C1=CC=CC=C1)=O (1-(1-t-Butoxycarbonyl-1-triphenylphosphoranylidenemethyl)-3-(triphenylmethylamino)-4-(3-p-fluorophenylprop-2-ynylthio)azetidin-2-one), N1CCCCC1 (piperidine), C(C)(=O)OCC (ethyl acetate). The product is C(C)(C)(C)OC(=O)C(=P(C1=CC=CC=C1)(C1=CC=CC=C1)C1=CC=CC=C1)N1C(C(C1SCC(CC1=CC=C(C=C1)F)=O)NC(C1=CC=CC=C1)(C1=CC=CC=C1)C1=CC=CC=C1)=O (1-(1-t-butoxycarbonyl-1-triphenylphosphoranylidenemethyl)-3-(triphenylmethylamino)-4-(3-p-fluorophenyl-2-oxopropylthio)azetidin-2-one). RXN SMILES: [C:1]([O:5][C:6]([C:8]([N:28]1[CH:31]([S:32][CH2:33][C:34]#[C:35][C:36]2[CH:41]=[CH:40][C:39]([F:42])=[CH:38][CH:37]=2)[CH:30]([NH:43][C:44]([C:57]2[CH:62]=[CH:61][CH:60]=[CH:59][CH:58]=2)([C:51]2[CH:56]=[CH:55][CH:54]=[CH:53][CH:52]=2)[C:45]2[CH:50]=[CH:49][CH:48]=[CH:47][CH:46]=2)[C:29]1=[O:63])=[P:9]([C:22]1[CH:27]=[CH:26][CH:25]=[CH:24][CH:23]=1)([C:16]1[CH:21]=[CH:20][CH:19]=[CH:18][CH:17]=1)[C:10]1[CH:15]=[CH:14][CH:13]=[CH:12][CH:11]=1)=[O:7])([CH3:4])([CH3:3])[CH3:2].N1CCCCC1.C(OCC)(=[O:72])C>>[C:1]([O:5][C:6]([C:8]([N:28]1[CH:31]([S:32][CH2:33][C:34](=[O:72])[CH2:35][C:36]2[CH:37]=[CH:38][C:39]([F:42])=[CH:40][CH:41]=2)[CH:30]([NH:43][C:44]([C:51]2[CH:56]=[CH:55][CH:54]=[CH:53][CH:52]=2)([C:45]2[CH:46]=[CH:47][CH:48]=[CH:49][CH:50]=2)[C:57]2[CH:58]=[CH:59][CH:60]=[CH:61][CH:62]=2)[C:29]1=[O:63])=[P:9]([C:16]1[CH:17]=[CH:18][CH:19]=[CH:20][CH:21]=1)([C:22]1[CH:27]=[CH:26][CH:25]=[CH:24][CH:23]=1)[C:10]1[CH:15]=[CH:14][CH:13]=[CH:12][CH:11]=1)=[O:7])([CH3:4])([CH3:2])[CH3:3]. Procedure: 1-(1-t-Butoxycarbonyl-1-triphenylphosphoranylidenemethyl)-3-(triphenylmethylamino)-4-(3-p-fluorophenylprop-2-ynylthio)azetidin-2-one (370mg) was refluxed is piperidine (25ml) under nitrogen for 6 hours. The mixture was cooled, diluted with ethyl acetate and the organic layer washed with N-hydrochloric acid and brine, dried and evaporated to an amorphous solid. Chromatography on silica gave 1-(1-t-butoxycarbonyl-1-triphenylphosphoranylidenemethyl)-3-(triphenylmethylamino)-4-(3-p-fluorophenyl-2-ox... Reactants: CCN(C(C)C)C(C)C, ClC(Cl)Cl, COC(=O)c1cc(N)cc(C(=O)OC)c1, Cc1ccc(C(=O)Cl)cc1. The product is COC(=O)c1cc(NC(=O)c2ccc(C)cc2)cc(C(=O)OC)c1. RXN SMILES: [CH:16]([N:17]([CH:18]([CH3:19])[CH3:20])[CH2:21][CH3:22])([CH3:23])[CH3:24].[CH:35]([Cl:36])([Cl:37])[Cl:38].[NH2:1][c:2]1[cH:3][c:4]([C:12](=[O:13])[O:14][CH3:15])[cH:5][c:6]([C:7](=[O:8])[O:9][CH3:10])[cH:11]1.[c:25]1([CH3:34])[cH:26][cH:27][c:28]([C:31](=[O:32])[Cl:33])[cH:29][cH:30]1>>[NH:1]([c:2]1[cH:3][c:4]([C:12](=[O:13])[O:14][CH3:15])[cH:5][c:6]([C:7](=[O:8])[O:9][CH3:10])[cH:11]1)[C:31]([c:28]1[cH:27][cH:26][c:25]([CH3:34])[cH:30][cH:29]1)=[O:32].